describe an organic reaction: reactants, conditions, products, and yield From a dataset of the Open Reaction Database (ORD), a public repository of structured organic reaction records. The reactants are P(=O)(OCC1=C(C=CC=C1F)Cl)(OCC1=C(C=CC=C1F)Cl)O[C@](CN1N=CN=C1)([C@@H](C)C1=NC=NC=C1F)C1=C(C=C(C=C1)F)F (Bis(2-chloro-6-fluorobenzyl) (2R,3S)-2-(2,4-difluorophenyl)-3-(5-fluoro-4-pyrimidinyl)-1-(1H-1,2,4-triazol-1-yl)-2-butyl phosphate), [OH-].[Na+] (sodium hydroxide), S(O)(O)(=O)=O (sulphuric acid). The reagents and catalysts are [Pd] (palladium on carbon). Run in C1(=CC=CC=C1)C (toluene), O (water). Reaction conditions: time 24 hour. Product: P(=O)(O[C@](CN1N=CN=C1)([C@@H](C)C1=NC=NC=C1F)C1=C(C=C(C=C1)F)F)(O)O ((2R,3S)-2-(2,4-Difluorophenyl)-3-(5-fluoro-4-pyrimidinyl)-1-(1H-1,2,4-triazol-1-yl)-2-butyl dihydrogen phosphate). The yield is 68.2%. Reaction SMILES: [P:1]([O:23][C@@:24]([C:40]1[CH:45]=[CH:44][C:43]([F:46])=[CH:42][C:41]=1[F:47])([C@H:31]([C:33]1[C:38]([F:39])=[CH:37][N:36]=[CH:35][N:34]=1)[CH3:32])[CH2:25][N:26]1[CH:30]=[N:29][CH:28]=[N:27]1)([O:13]CC1C(F)=CC=CC=1Cl)([O:3]CC1C(F)=CC=CC=1Cl)=[O:2].[OH-].[Na+].S(=O)(=O)(O)O>[Pd].C1(C)C=CC=CC=1.O>[P:1]([OH:13])([OH:3])([O:23][C@@:24]([C:40]1[CH:45]=[CH:44][C:43]([F:46])=[CH:42][C:41]=1[F:47])([C@H:31]([C:33]1[C:38]([F:39])=[CH:37][N:36]=[CH:35][N:34]=1)[CH3:32])[CH2:25][N:26]1[CH:30]=[N:29][CH:28]=[N:27]1)=[O:2] |f:1.2|. Reported procedure: A mixture of the compound of step (a) (50 g, 70 mmol), sodium hydroxide (8.40 g, 210 mmol) and 5% palladium on carbon catalyst (10 g) in toluene (450 ml) and water (150 ml) was hydrogenated at room temperature and 414 kPa (60 p.s.i.) for 24 hours. The reaction mixture was filtered through celite (trade mark) and the toluene layer separated and discarded. The aqueous layer was then washed with methylene chloride (2×75 ml) and toluene (2×75 ml) and then cooled to 0° C. whereupon sulphuric acid (10...